Dataset: the Open Reaction Database (ORD), a public repository of structured organic reaction records. Task: describe an organic reaction: reactants, conditions, products, and yield The reactants are S(=O)(=O)(O)[O-].[K+] (potassium hydrogen sulfate), FC(C(=O)O)(F)F.C(C)N1N=CC(=N1)CN1C(N(C(C2=C1C=C(S2)C2=CC=CC=C2)=O)C2CCNCC2)=O (1-[(2-ethyl-2H-1,2,3-triazol-4-yl)methyl]-6-phenyl-3-(piperidin-4-yl)thieno[3,2-d]pyrimidine-2,4(1H,3H)-dione trifluoroacetate), FC(C(=O)O)(F)F.C(C)N1N=CC(=N1)CN1C(N(C(C2=C1C=C(S2)C2=CC=CC=C2)=O)C2CCNCC2)=O (1-[(2-ethyl-2H-1,2,3-triazol-4-yl)methyl]-6-phenyl-3-(piperidin-4-yl)thieno[3,2-d]pyrimidine-2,4(1H,3H)-dione trifluoroacetate), C(C)OC1=CC=2[C@@H]3[C@H](N=C(C2C=C1OC)C1=CC=C(C(=O)O)C=C1)CCSC3 (4-[(4aR,10bR)-9-ethoxy-8-methoxy-3,4,4a,10b-tetrahydro-1H-thiopyrano[4,3-c]isoquinolin-6-yl]benzoic acid), CCN=C=NCCCN(C)C (EDCI), C1=CC=C2C(=C1)N=NN2O.O (HOBT hydrate). Run in O (water), C(Cl)Cl (DCM). Yields the product C(C)OC1=CC=2[C@@H]3[C@H](N=C(C2C=C1OC)C1=CC=C(C=C1)C(=O)N1CCC(CC1)N1C(N(C2=C(C1=O)SC(=C2)C2=CC=CC=C2)CC2=NN(N=C2)CC)=O)CCSC3 (3-[1-({4-[(4aR,10bR)-9-ethoxy-8-methoxy-3,4,4a,10b-tetrahydro-1H-thiopyrano[4,3-c]isoquinolin-6-yl]phenyl}carbonyl)piperidin-4-yl]-1-[(2-ethyl-2H-1,2,3-triazol-4-yl)methyl]-6-phenylthieno[3,2-d]pyrimidine-2,4(1H,3H)-dione). RXN SMILES: FC(F)(F)C(O)=O.[CH2:8]([N:10]1[N:14]=[C:13]([CH2:15][N:16]2[C:21]3[CH:22]=[C:23]([C:25]4[CH:30]=[CH:29][CH:28]=[CH:27][CH:26]=4)[S:24][C:20]=3[C:19](=[O:31])[N:18]([CH:32]3[CH2:37][CH2:36][NH:35][CH2:34][CH2:33]3)[C:17]2=[O:38])[CH:12]=[N:11]1)[CH3:9].[CH2:39]([O:41][C:42]1[C:51]([O:52][CH3:53])=[CH:50][C:49]2[C:48]([C:54]3[CH:62]=[CH:61][C:57]([C:58](O)=[O:59])=[CH:56][CH:55]=3)=[N:47][C@@H:46]3[CH2:63][CH2:64][S:65][CH2:66][C@@H:45]3[C:44]=2[CH:43]=1)[CH3:40].CCN=C=NCCCN(C)C.C1C=C2N=NN(O)C2=CC=1.O.S([O-])(O)(=O)=O.[K+]>C(Cl)Cl.O>[CH2:39]([O:41][C:42]1[C:51]([O:52][CH3:53])=[CH:50][C:49]2[C:48]([C:54]3[CH:55]=[CH:56][C:57]([C:58]([N:35]4[CH2:36][CH2:37][CH:32]([N:18]5[C:19](=[O:31])[C:20]6[S:24][C:23]([C:25]7[CH:30]=[CH:29][CH:28]=[CH:27][CH:26]=7)=[CH:22][C:21]=6[N:16]([CH2:15][C:13]6[CH:12]=[N:11][N:10]([CH2:8][CH3:9])[N:14]=6)[C:17]5=[O:38])[CH2:33][CH2:34]4)=[O:59])=[CH:61][CH:62]=3)=[N:47][C@@H:46]3[CH2:63][CH2:64][S:65][CH2:66][C@@H:45]3[C:44]=2[CH:43]=1)[CH3:40] |f:0.1,4.5,6.7|. Reported procedure: To a suspension of 1-[(2-ethyl-2H-1,2,3-triazol-4-yl)methyl]-6-phenyl-3-(piperidin-4-yl)thieno[3,2-d]pyrimidine-2,4(1H,3H)-dione trifluoroacetate (300 mg; compound B45), 4-[(4aR,10bR)-9-ethoxy-8-methoxy-3,4,4a,10b-tetrahydro-1H-thiopyrano[4,3-c]isoquinolin-6-yl]benzoic acid (217 mg; compound C10), EDCI (104 mg) and HOBT hydrate (74 mg) in DCM (10 ml) DIPEA (0.24 ml) is added. After 14 h at RT water and aqueous potassium hydrogen sulfate solution (10% w/w) are added and the mixture is extracted w...